Task: describe an organic reaction: reactants, conditions, products, and yield. Dataset: the Open Reaction Database (ORD), a public repository of structured organic reaction records Starting materials: Cl.CN(CCCN=C=NCC)C (1-(3-dimethylaminopropyl)-3-ethylcarbodiimide hydrochloride), CC=1C=C(C=C(C1)NC(=O)CC=2C=CC(=CC2)OC(C)(C)C(=O)O)C (RSR13), CN1CCOCC1 (N-methylmorpholine), Cl.COC([C@@H](N)C)=O (alanine methyl ester hydrochloride), O.ON1N=NC2=C1C=CC=C2 (1-hydroxybenzotriazole hydrate), CC=1C=C(NC(=O)CC2=CC=C(OC(C(=O)O)(CC)C)C=C2)C=C(C1)C (4-[[(3,5-dimethylanilino)carbonyl]methyl]phenoxyl-2-methylbutanoic acid). The solvent is CN(C=O)C (dimethylformamide). Product: CC=1C=C(C=C(C1)C)NC(=O)CC1=CC=C(OC(C(=O)NC(C(=O)O)C)(C)C)C=C1 (2-(2-{4-[(3,5-Dimethyl-phenylcarbamoyl)-methyl]-phenoxy}-2-methyl-propionylamino)-propionic acid). Reaction SMILES: [CH3:1][C:2]1[CH:3]=[C:4]([CH3:25])[CH:5]=[C:6]([NH:8][C:9]([CH2:11][C:12]2[CH:13]=[CH:14][C:15]([O:18][C:19]([C:22](O)=[O:23])([CH3:21])[CH3:20])=[CH:16][CH:17]=2)=[O:10])[CH:7]=1.Cl.C[O:28][C:29](=[O:33])[C@H:30]([CH3:32])[NH2:31].O.ON1C2C=CC=CC=2N=N1.CN1CCOCC1.Cl.CN(C)CCCN=C=NCC.CC1C=C(C=C(C)C=1)NC(CC1C=CC(OC(C)(CC)C(O)=O)=CC=1)=O>CN(C)C=O>[CH3:25][C:4]1[CH:5]=[C:6]([NH:8][C:9]([CH2:11][C:12]2[CH:17]=[CH:16][C:15]([O:18][C:19]([CH3:20])([CH3:21])[C:22]([NH:31][CH:30]([CH3:32])[C:29]([OH:28])=[O:33])=[O:23])=[CH:14][CH:13]=2)=[O:10])[CH:7]=[C:2]([CH3:1])[CH:3]=1 |f:1.2,3.4,6.7|. Procedure: Using RSR13 acid (1.4 g, 4.1 mmol), appropriate (D or L) alanine methyl ester hydrochloride (575 mg, 4.1 mmol) and 1-hydroxybenzotriazole hydrate (610 mg, 4.5 mmol), N-methylmorpholine (622 mg, 6.2 mmol) and 1-(3-dimethylaminopropyl)-3-ethylcarbodiimide hydrochloride (946 mg, 4.9 mmol) in dimethylformamide (30 mL), the two isomers were prepared and isolated as described above for compound 21, in 1.67 g yield (98%). The reactants are C(CC(O)(C(=O)O)CC(=O)O)(=O)O (citric acid), C(=O)(OC(C)(C)C)N(CC=O)C1=CC=CC=C1 (Boc-phenylglycinal), COC1=C(N)C=CC=C1 (2-methoxyaniline), C(C)(=O)O[BH-](OC(C)=O)OC(C)=O.[Na+] (sodium triacetoxyborohydride). Solvent: C(C)(=O)OCC (ethyl acetate), ClCCl (dichloromethane). Reaction conditions: time 4 hour. Product: COC1=C(C=CC=C1)NCC(C1=CC=CC=C1)NC(OC(C)(C)C)=O (tert-Butyl 2-(2-methoxyphenylamino)-1-phenylethylcarbamate). The yield is 51.0%. Reaction SMILES: [C:1]([N:8](C1C=CC=CC=1)CC=O)([O:3][C:4]([CH3:7])([CH3:6])[CH3:5])=[O:2].[CH3:18][O:19][C:20]1[CH:26]=[CH:25][CH:24]=[CH:23][C:21]=1[NH2:22].[C:27](O[BH-](OC(=O)C)OC(=O)C)(=O)[CH3:28].[Na+].[C:41](O)(=O)[CH2:42][C:43]([CH2:48][C:49](O)=O)([C:45](O)=O)O>ClCCl.C(OCC)(=O)C>[CH3:18][O:19][C:20]1[CH:26]=[CH:25][CH:24]=[CH:23][C:21]=1[NH:22][CH2:49][CH:48]([NH:8][C:1](=[O:2])[O:3][C:4]([CH3:7])([CH3:6])[CH3:5])[C:43]1[CH:42]=[CH:41][CH:28]=[CH:27][CH:45]=1 |f:2.3|. Reported procedure: Boc-phenylglycinal (0.74 g, 3.1 mmol) and 2-methoxyaniline (0.40 g, 3.3 mmol) were combined in dichloromethane and sodium triacetoxyborohydride (0.80 g, 3.8 mmol) was added as a solid. The reaction mixture was stirred at room temperature for 4 hours, diluted with 10% citric acid and ethyl acetate, and the organic layer was then washed with saturated sodium bicarbonate, washed with brine, dried over sodium sulfate and concentrated to an oil, which was purified by column chromatography on silica (... Reactants: C([O-])(O)=O.[Na+] (sodium bicarbonate), C1=CC=CC=C1 (benzene), C1=CC=CC=C1 (benzene), CC1=CC2=C(OC3=C(C(C2)=O)C=C(C=C3)C)C=C1 (10,11-dihydro-2,8-dimethyl-dibenz[b,f]oxepin-10-one), C(C)OC(=O)N1CCNCC1 (N-ethoxycarbonylpiperazine). The reagents and catalysts are [Ti](Cl)(Cl)(Cl)Cl (titanium (IV) chloride). The solvent is O (water). Yields the product C(C)OC(=O)N1CCN(CC1)C1=CC2=C(OC3=C1C=C(C=C3)C)C=CC(=C2)C (4-[2,8-dimethyl-dibenz[b,f]oxepin-10-yl]-1-piperazinecarboxylic acid ethyl ester). As a reaction SMILES: C1C=CC=CC=1.[CH3:7][C:8]1[CH:24]=[CH:23][C:11]2[O:12][C:13]3[CH:21]=[CH:20][C:19]([CH3:22])=[CH:18][C:14]=3[C:15](=O)[CH2:16][C:10]=2[CH:9]=1.[CH2:25]([O:27][C:28]([N:30]1[CH2:35][CH2:34][NH:33][CH2:32][CH2:31]1)=[O:29])[CH3:26].C(=O)(O)[O-].[Na+]>[Ti](Cl)(Cl)(Cl)Cl.O>[CH2:25]([O:27][C:28]([N:30]1[CH2:31][CH2:32][N:33]([C:15]2[C:14]3[CH:18]=[C:19]([CH3:22])[CH:20]=[CH:21][C:13]=3[O:12][C:11]3[CH:23]=[CH:24][C:8]([CH3:7])=[CH:9][C:10]=3[CH:16]=2)[CH2:34][CH2:35]1)=[O:29])[CH3:26] |f:3.4|. Reported procedure: A solution of 11.35 ml. of titanium (IV) chloride in 135 ml. of benzene is added dropwise with stirring and cooling at 20°-25° C. to a solution of 30 g. of 10,11-dihydro-2,8-dimethyl-dibenz[b,f]oxepin-10-one and 80 ml. of N-ethoxycarbonylpiperazine in 300 ml. of benzene. Then, the mixture is stirred for 4 hours at reflux and cooled. The cooled mixture is poured into a solution of 12 g. of sodium bicarbonate in 300 ml. of water. The precipitated titanium dioxide is removed by filtration and washe... Reaction SMILES: [Br:17][CH2:18][c:19]1[cH:20][cH:21][c:22]([F:25])[cH:23][cH:24]1.[Cl:1][c:2]1[n:3][c:4]([N:11]2[CH2:12][CH2:13][O:14][CH2:15][CH2:16]2)[c:5]2[n:6][cH:7][nH:8][c:9]2[n:10]1>>[Cl:1][c:2]1[n:3][c:4]([N:11]2[CH2:12][CH2:13][O:14][CH2:15][CH2:16]2)[c:5]2[n:6][cH:7][n:8]([CH2:18][c:19]3[cH:20][cH:21][c:22]([F:25])[cH:23][cH:24]3)[c:9]2[n:10]1. Reactants: Fc1ccc(CBr)cc1, Clc1nc(N2CCOCC2)c2nc[nH]c2n1. The product is Fc1ccc(Cn2cnc3c(N4CCOCC4)nc(Cl)nc32)cc1. The reactants are CCOC(=O)C1CC(=O)N1Cc1ccc(OC)cc1OC, CO, Cl. Yields the product COc1ccc(CN2C(=O)CC2CO)c(OC)c1. Reaction SMILES: [CH3:1][O:2][c:3]1[c:4]([CH2:5][N:6]2[CH:7]([C:11](=[O:12])[O:13][CH2:14][CH3:15])[CH2:8][C:9]2=[O:10])[cH:16][cH:17][c:18]([O:20][CH3:21])[cH:19]1.[CH3:23][OH:24].[ClH:22]>>[CH3:1][O:2][c:3]1[c:4]([CH2:5][N:6]2[CH:7]([CH2:11][OH:12])[CH2:8][C:9]2=[O:10])[cH:16][cH:17][c:18]([O:20][CH3:21])[cH:19]1. The reactants are ClC1=C(C(=O)O)C=C(C=N1)Cl (2,5-dichloronicotinic acid), Cl.N[C@@H](C)C1=CC=C(C(=O)OC)C=C1 (Methyl 4-[(1S)-1-aminoethyl]benzoate hydrochloride). Yields the product ClC1=NC=C(C=C1C(=O)N[C@@H](C)C1=CC=C(C(=O)OC)C=C1)Cl (Methyl 4-((1S)-1-{[(2,5-dichloropyridin-3-yl)carbonyl]amino}ethyl)benzoate). RXN SMILES: [Cl:1][C:2]1[N:10]=[CH:9][C:8]([Cl:11])=[CH:7][C:3]=1[C:4]([OH:6])=O.Cl.[NH2:13][C@H:14]([C:16]1[CH:25]=[CH:24][C:19]([C:20]([O:22][CH3:23])=[O:21])=[CH:18][CH:17]=1)[CH3:15]>>[Cl:1][C:2]1[C:3]([C:4]([NH:13][C@H:14]([C:16]2[CH:25]=[CH:24][C:19]([C:20]([O:22][CH3:23])=[O:21])=[CH:18][CH:17]=2)[CH3:15])=[O:6])=[CH:7][C:8]([Cl:11])=[CH:9][N:10]=1 |f:1.2|. Reported procedure: The title compound was prepared according to the procedure described in step 1 of Example 45 from 2,5-dichloronicotinic acid and methyl 4-[(1S)-1-aminoethyl]benzoate hydrochloride (step 3 of Example 5): 1H-NMR (CDCl3) δ 8.42 (1H, d, J=2.6 Hz), 8.10 (1H, d, J=2.6 Hz), 8.04 (2H, d, J=8.6 Hz), 7.46 (2H, d, J=8.6 Hz), 6.82 (1H, d, J=7.3 Hz), 5.40–5.30 (1H, m), 3.92 (3H, s), 1.64 (3H, d, J=7.0 Hz); MS (ESI) m/z 353 (M+H)+, 351 (M−H)−. Starting materials: OC1=C(C=C(C=C1)CC(=O)O)OC (4-hydroxy-3-methoxyphenyacetic acid), Cl.C(C)N=C=NCCCN(C)C (1-ethyl-3-(3-dimethylaminopropyl)carbodiimide hydrochloride), product, C(C)(=O)OCC (ethyl acetate). Run at temperature 25 celsius, time 12 hour. Product: C(CC)C1(CCC(CC1)NC(CC1=CC(=C(C=C1)O)OC)=O)CCC (N-(4,4-dipropylcyclohexyl)-2-(4-hydroxy-3-methoxyphenyl)acetamide). As a reaction SMILES: [OH:1][C:2]1[CH:7]=[CH:6][C:5]([CH2:8][C:9]([OH:11])=O)=[CH:4][C:3]=1[O:12][CH3:13].Cl.C(N=C=N[CH2:20][CH2:21][CH2:22][N:23](C)C)C.C(O[CH2:30][CH3:31])(=O)C>>[CH2:4]([C:5]1([CH2:8][CH2:30][CH3:31])[CH2:20][CH2:21][CH:22]([NH:23][C:9](=[O:11])[CH2:8][C:5]2[CH:6]=[CH:7][C:2]([OH:1])=[C:3]([O:12][CH3:13])[CH:4]=2)[CH2:7][CH2:6]1)[CH2:3][CH3:2] |f:1.2|. Reported procedure: 4,4-Dipropyl-2-cyclohexenone (2.0 g) was dissolved in ethanol (20 ml), 10% palladium/carbon (200 mg) was added to the solution, and the mixture was hydrogenated at 25° C. The catalyst was removed by filtration from the reaction mixture, and the solvent was removed in vacuo to give 4,4-dipropylcyclohexanone. The product was dissolved in methanol/water=1/1 (20 ml). Hydroxylamine hydrochloride (1.55 g) and sodium acetate (1.83 g) were added to the solution, and the mixture was stirred with heating ... The reactants are BrC1=CC=C(CNC2=C(C=C(C=C2)OCC2=NC3=CC=CC=C3C=C2)[N+](=O)[O-])C=C1 (N-(4-bromobenzyl)-2-nitro-4-(quinolin-2-ylmethoxy)aniline), O.O.[Sn](Cl)Cl (tin(II) chloride dihydrate), C(C)O (ethanol). Conditions: temperature 80 celsius, time 24 hour. Yields the product BrC1=CC=C(CN2C(=NC3=C2C=CC(=C3)OCC3=NC2=CC=CC=C2C=C3)[C@@H]3[C@@H](CCCC3)C(=O)O)C=C1 (racemic cis-2-[1-(4-Bromobenzyl)-5-(quinolin-2-ylmethoxy)-1H-benzimidazol-2-yl]cyclohexanecarboxylic acid). Isolated yield 54.0%. RXN SMILES: [Br:1][C:2]1[CH:30]=[CH:29][C:5]([CH2:6][NH:7][C:8]2[CH:13]=[CH:12][C:11]([O:14][CH2:15][C:16]3[CH:25]=[CH:24][C:23]4[C:18](=[CH:19][CH:20]=[CH:21][CH:22]=4)[N:17]=3)=[CH:10][C:9]=2[N+:26]([O-])=O)=[CH:4][CH:3]=1.[OH2:31].O.[Sn](Cl)Cl.[CH2:36]([OH:38])[CH3:37]>>[Br:1][C:2]1[CH:30]=[CH:29][C:5]([CH2:6][N:7]2[C:8]3[CH:13]=[CH:12][C:11]([O:14][CH2:15][C:16]4[CH:25]=[CH:24][C:23]5[C:18](=[CH:19][CH:20]=[CH:21][CH:22]=5)[N:17]=4)=[CH:10][C:9]=3[N:26]=[C:5]2[C@H:4]2[CH2:3][CH2:2][CH2:30][CH2:29][C@H:37]2[C:36]([OH:31])=[O:38])=[CH:4][CH:3]=1 |f:1.2.3|. Procedure details: To a 1 L round-bottomed flask were added a stir bar, N-(4-bromobenzyl)-2-nitro-4-(quinolin-2-ylmethoxy)aniline (6.1 g, 13 mmol), tin(II) chloride dihydrate (12.5 g, 55.4 mmol) and ethanol (250 mL). The resulting mixture was heated to 80° C. After 24 h, the mixture was cooled and partitioned between water (100 mL) and EtOAc (300 mL). The mixture was stirred vigorously while the pH was adjusted to 8 using 2 M sodium carbonate. The organic layer was separated and washed with brine (100 mL), dried w... The reactants are C1(=CC=CC=C1)C(CC(CC)=O)=O ((phenyl)-1,3-pentanedione), ClC1=C(C=CC=C1)C(C)=O (2′-chloroacetophenone). Run in CCOC(=O)C (EtOAc). The product is ClC1=C(C=CC=C1)C(CC(C)=O)=O (1-(2-chlorophenyl)-1,3-butanedione). RXN SMILES: [C:1]1([C:7](=[O:13])[CH2:8][C:9](=[O:12])[CH2:10]C)[CH:6]=[CH:5][CH:4]=[CH:3][CH:2]=1.[Cl:14]C1C=CC=CC=1C(=O)C>CCOC(C)=O>[Cl:14][C:2]1[CH:3]=[CH:4][CH:5]=[CH:6][C:1]=1[C:7](=[O:13])[CH2:8][C:9](=[O:12])[CH3:10]. Reported procedure: The title compound was prepared (as described above for Intermediate 16) from 2.0 g of 2′-chloroacetophenone and 2.53 mL of EtOAc to yield 0.5 g of Intermediate 30: TLC analysis: Rf=0.76 (2/1, hexanes/EtOAc); 1H NMR (400 MHz, CDCl3, enol form) δ7.6-7.55 (m, 1H), 7.45-7.43 (m, 1H), 7.4-7.32 (m, 1H), 6.05 (s, 1H), 2.18 (s, 3H). Starting materials: [BH3-]C#N, CCCCCC(=O)CC, CO, [Na+], NCCOc1ccc(-n2ccnc2)cc1. Product: CCCCCC(CC)NCCOc1ccc(-n2ccnc2)cc1. RXN SMILES: [C:25]([BH3-:26])#[N:27].[CH3:16][CH2:17][C:18]([CH2:19][CH2:20][CH2:21][CH2:22][CH3:23])=[O:24].[CH3:29][OH:30].[Na+:28].[n:1]1(-[c:6]2[cH:7][cH:8][c:9]([O:10][CH2:11][CH2:12][NH2:13])[cH:14][cH:15]2)[cH:2][n:3][cH:4][cH:5]1>>[n:1]1(-[c:6]2[cH:7][cH:8][c:9]([O:10][CH2:11][CH2:12][NH:13][CH:18]([CH2:17][CH3:16])[CH2:19][CH2:20][CH2:21][CH2:22][CH3:23])[cH:14][cH:15]2)[cH:2][n:3][cH:4][cH:5]1.